Dataset: the Open Reaction Database (ORD), a public repository of structured organic reaction records. Task: describe an organic reaction: reactants, conditions, products, and yield Reactants: O=C[C@H](O)[C@@H](O)[C@H](O)[C@H](O)CO (D-glucose), C(CCC)NC(=O)N (butylurea), [N+](=O)([O-])NC1=CC=CC=C1 (nitroaniline), Cl (hydrochloric acid). Solvent: CO (methanol). Reaction conditions: temperature -1 celsius, time 2 hour. Yields the product C(CCC)N(C(=O)N[C@H]1[C@H](O)[C@@H](O)[C@H](O)[C@H](O1)CO)N=O (N-butyl-N'-(β-D-glucosyl)-N-nitrosourea). Yield: 669.7%. RXN SMILES: O=[CH:2][C@@H:3]([C@H:5]([C@@H:7]([C@@H:9]([CH2:11][OH:12])[OH:10])[OH:8])[OH:6])[OH:4].[CH2:13]([NH:17][C:18]([NH2:20])=[O:19])[CH2:14][CH2:15][CH3:16].[N+:21](NC1C=CC=CC=1)([O-])=[O:22].Cl>CO>[CH2:13]([N:17]([N:21]=[O:22])[C:18]([NH:20][C@@H:2]1[O:10][C@H:9]([CH2:11][OH:12])[C@@H:7]([OH:8])[C@H:5]([OH:6])[C@H:3]1[OH:4])=[O:19])[CH2:14][CH2:15][CH3:16]. Reported procedure: A mixture of 3.6 g of D-glucose, 2.8 g of butylurea, 0.2 g of nitroaniline and 0.15 ml of a concentrated hydrochloric acid in 10 ml of methanol is heated at reflux for 20 minutes. The resulting precipitate in the amount of 3 g is separated and added with 15 ml of glacial acetic acid, 10 ml of distilled water, 1.8 g of sodium nitrite and stirred at the temperature of -1° C. for 2 hours to give 2.98 g of the product (90% of the thoretical), hydroscopic, [α]D -1° (CH3OH), Rf =0.85. Found, %: N 13.4... The reactants are NC(=S)N(CCC1=CC=C(OC(C(=O)OCC)(C)C)C=C1)CC1=CC=C(C=C1)C(F)(F)F (ethyl 2-[4-(2-{(aminocarbonothioyl)[4-(trifluoromethyl)benzyl]amino}ethyl)phenoxy]-2-methylpropanoate), ClC1=C(C(CBr)=O)C=CC=C1 (2-chlorophenacyl bromide). Product: ClC1=C(C=CC=C1)C=1N=C(SC1)N(CCC1=CC=C(OC(C(=O)O)(C)C)C=C1)CC1=CC=C(C=C1)C(F)(F)F (2-[4-(2-{[4-(2-Chlorophenyl)-1,3-thiazol-2-yl][4-(trifluoromethyl)benzyl]amino}ethyl)phenoxy]-2-methylpropanoic acid). Reaction SMILES: [NH2:1][C:2]([N:4]([CH2:22][C:23]1[CH:28]=[CH:27][C:26]([C:29]([F:32])([F:31])[F:30])=[CH:25][CH:24]=1)[CH2:5][CH2:6][C:7]1[CH:21]=[CH:20][C:10]([O:11][C:12]([CH3:19])([CH3:18])[C:13]([O:15]CC)=[O:14])=[CH:9][CH:8]=1)=[S:3].[Cl:33][C:34]1[CH:43]=[CH:42][CH:41]=[CH:40][C:35]=1[C:36](=O)[CH2:37]Br>>[Cl:33][C:34]1[CH:43]=[CH:42][CH:41]=[CH:40][C:35]=1[C:36]1[N:1]=[C:2]([N:4]([CH2:22][C:23]2[CH:28]=[CH:27][C:26]([C:29]([F:32])([F:31])[F:30])=[CH:25][CH:24]=2)[CH2:5][CH2:6][C:7]2[CH:8]=[CH:9][C:10]([O:11][C:12]([CH3:19])([CH3:18])[C:13]([OH:15])=[O:14])=[CH:20][CH:21]=2)[S:3][CH:37]=1. Procedure: Similarly prepared from ethyl 2-[4-(2-{(aminocarbonothioyl)[4-(trifluoromethyl)benzyl]amino}ethyl)phenoxy]-2-methylpropanoate and 2-chlorophenacyl bromide. Starting materials: C(C)(=O)NC1=CC=2SC3=CC=C(C=C3SC2C=C1)NC(C)=O (2,7-bis(acetylamino)thianthrene), Cl (hydrochloric acid). Solvent: C(C)O (ethanol). The product is NC1=CC=2SC3=CC=C(C=C3SC2C=C1)N (2,7-diaminothianthrene). Isolated yield 91.0%. As a reaction SMILES: C([NH:4][C:5]1[CH:18]=[CH:17][C:16]2[S:15][C:14]3[C:9](=[CH:10][CH:11]=[C:12]([NH:19]C(=O)C)[CH:13]=3)[S:8][C:7]=2[CH:6]=1)(=O)C.Cl>C(O)C>[NH2:19][C:12]1[CH:11]=[CH:10][C:9]2[S:8][C:7]3[C:16](=[CH:17][CH:18]=[C:5]([NH2:4])[CH:6]=3)[S:15][C:14]=2[CH:13]=1. Procedure: A mixture of 5.75 g (0.0174 mole) of 2,7-bis(acetylamino)thianthrene, 12 ml of concentrated hydrochloric acid, and 140 ml of ethanol was heated under reflux for 6 hours. The reaction mixture was cooled to room temperature and a precipitate was collected by filtration. The precipitate was added to a mixture of 13.5 ml of concentrated hydrochloric acid and 355 ml of water and the insoluble matters were separated by filtration. The filtered mother liquor was poured into an aqueous solution of sodiu... Reactants: O=c1[nH]cc(Br)cc1O, CC(=O)O, COCCCI, [Na+], [OH-]. The product is COCCCOc1cc(Br)c[nH]c1=O. As a reaction SMILES: [Br:3][c:4]1[cH:5][c:6]([OH:11])[c:7](=[O:10])[nH:8][cH:9]1.[CH3:18][C:19](=[O:20])[OH:21].[I:12][CH2:13][CH2:14][CH2:15][O:16][CH3:17].[Na+:2].[OH-:1]>>[Br:3][c:4]1[cH:5][c:6]([O:11][CH2:13][CH2:14][CH2:15][O:16][CH3:17])[c:7](=[O:10])[nH:8][cH:9]1.